From a dataset of the Open Reaction Database (ORD), a public repository of structured organic reaction records. describe an organic reaction: reactants, conditions, products, and yield Starting materials: Cc1cc(C)c(C(=O)Cl)c(C)c1, ClP(Cl)c1ccccc1, [Li], C1CCOC1, c1ccc2ccccc2c1. Yields the product [Li], Cc1cc(C)c(C(=O)Pc2ccccc2)c(C)c1. As a reaction SMILES: [CH3:21][c:22]1[c:23]([C:24](=[O:25])[Cl:26])[c:27]([CH3:32])[cH:28][c:29]([CH3:31])[cH:30]1.[Cl:12][P:13]([c:14]1[cH:15][cH:16][cH:17][cH:18][cH:19]1)[Cl:20].[Li:1].[O:33]1[CH2:34][CH2:35][CH2:36][CH2:37]1.[cH:2]1[cH:3][c:4]2[c:5]([cH:6][cH:7][cH:8][cH:9]2)[cH:10][cH:11]1>>[Li:1].[PH:13]([c:14]1[cH:15][cH:16][cH:17][cH:18][cH:19]1)[C:24]([c:23]1[c:22]([CH3:21])[cH:30][c:29]([CH3:31])[cH:28][c:27]1[CH3:32])=[O:25]. Starting materials: CS(=O)(=O)Cl, ClCCl, Oc1ccc(OCc2ccccc2)cc1. Product: CS(=O)(=O)Oc1ccc(OCc2ccccc2)cc1. Reaction SMILES: [CH3:16][S:17]([Cl:18])(=[O:19])=[O:20].[Cl:21][CH2:22][Cl:23].[OH:1][c:2]1[cH:3][cH:4][c:5]([O:6][CH2:7][c:8]2[cH:9][cH:10][cH:11][cH:12][cH:13]2)[cH:14][cH:15]1>>[O:1]([c:2]1[cH:3][cH:4][c:5]([O:6][CH2:7][c:8]2[cH:9][cH:10][cH:11][cH:12][cH:13]2)[cH:14][cH:15]1)[S:17]([CH3:16])(=[O:19])=[O:20]. Reactants: C(C)OC(=O)C1CC2=C(N=CN=C2Cl)CN1C(=O)OC(C)(C)C (4-chloro-5,8-dihydro-6H-pyrido[3,4-d]pyrimidine-6,7-dicarboxylic acid 7-tert-butyl ester 6-ethyl ester), OC=1C=C2C=CNC2=CC1 (5-hydroxy-indole), C1CCC2=NCCCN2CC1 (DBU). Solvent: CC#N (CH3CN). Run at temperature 60 celsius. Yields the product C(C)OC(=O)C1CC2=C(N=CN=C2OC=2C=C3C=CNC3=CC2)CN1C(=O)OC(C)(C)C ((±)-4-(1H-Indol-5-yloxy)-5,8-dihydro-6H-pyrido[3,4-d]pyrimidine-6,7-dicarboxylic acid 7-tert-butyl ester 6-ethyl ester). As a reaction SMILES: [CH2:1]([O:3][C:4]([CH:6]1[N:16]([C:17]([O:19][C:20]([CH3:23])([CH3:22])[CH3:21])=[O:18])[CH2:15][C:9]2[N:10]=[CH:11][N:12]=[C:13](Cl)[C:8]=2[CH2:7]1)=[O:5])[CH3:2].[OH:24][C:25]1[CH:26]=[C:27]2[C:31](=[CH:32][CH:33]=1)[NH:30][CH:29]=[CH:28]2.C1CCN2C(=NCCC2)CC1>CC#N>[CH2:1]([O:3][C:4]([CH:6]1[N:16]([C:17]([O:19][C:20]([CH3:23])([CH3:22])[CH3:21])=[O:18])[CH2:15][C:9]2[N:10]=[CH:11][N:12]=[C:13]([O:24][C:25]3[CH:26]=[C:27]4[C:31](=[CH:32][CH:33]=3)[NH:30][CH:29]=[CH:28]4)[C:8]=2[CH2:7]1)=[O:5])[CH3:2]. Reported procedure: To a solution of 4-chloro-5,8-dihydro-6H-pyrido[3,4-d]pyrimidine-6,7-dicarboxylic acid 7-tert-butyl ester 6-ethyl ester (1 g, 2.93 mmol) in CH3CN (30 mL), 5-hydroxy-indole (0.779 g, 5.85 mmol) and DBU (0.88 mL, 5.85 mmol) are added. After heating at 60° C. for 5 h the reaction is evaporated and the product isolated using FCC eluting with heptane:EtOAc 1:1. MS (ESI) m/z 439.1 (M+1). Starting materials: CC1=NC(=CC(=C1)C=1C(=C(C2=C3N([C@H](COC31)C)C=C(C2=O)C(=O)OCC)F)F)C (ethyl (S)-10-(2,6-dimethyl-4-pyridinyl)-8,9-difluoro-3-methyl-7-oxo-2,3-dihydro-7H-pyrido[1,2,3-de][1,4]benzoxazine-6-carboxylate), C(C)(=O)[O-].[Na+] (sodium acetate). Solvent: Cl (hydrochloric acid). Product: CC1=NC(=CC(=C1)C=1C(=C(C2=C3N([C@H](COC31)C)C=C(C2=O)C(=O)O)F)F)C ((S)-10-(2,6-dimethyl-4-pyridinyl)-8,9-difluoro-3-methyl-7-oxo-2,3-dihydro-7H-pyrido[1,2,3-de][1,4]benzoxazine-6-carboxylic acid). Yield: 51.8%. Reaction SMILES: [CH3:1][C:2]1[CH:7]=[C:6]([C:8]2[C:9]([F:29])=[C:10]([F:28])[C:11]3[C:21](=[O:22])[C:20]([C:23]([O:25]CC)=[O:24])=[CH:19][N:13]4[C@@H:14]([CH3:18])[CH2:15][O:16][C:17]=2[C:12]=34)[CH:5]=[C:4]([CH3:30])[N:3]=1.C([O-])(=O)C.[Na+]>Cl>[CH3:30][C:4]1[CH:5]=[C:6]([C:8]2[C:9]([F:29])=[C:10]([F:28])[C:11]3[C:21](=[O:22])[C:20]([C:23]([OH:25])=[O:24])=[CH:19][N:13]4[C@@H:14]([CH3:18])[CH2:15][O:16][C:17]=2[C:12]=34)[CH:7]=[C:2]([CH3:1])[N:3]=1 |f:1.2|. Reported procedure: A solution of 1.20 g ethyl (S)-10-(2,6-dimethyl-4-pyridinyl)-8,9-difluoro-3-methyl-7-oxo-2,3-dihydro-7H-pyrido[1,2,3-de][1,4]benzoxazine-6-carboxylate in 15 ml 1M hydrochloric acid was heated at reflux for 2 hours. The reaction mixture was cooled, poured into sodium acetate solution and extracted with methylene dichloride. The extract was dried (sodium sulfate) and concentrated, and the residue was crystallized from methanol to give 0.58 g (S)-10-(2,6-dimethyl-4-pyridinyl)-8,9-difluoro-3-methyl-... Reported procedure: A mixture of the product from step (v) (21.5 g), polyphosphoric acid (120 g) and sulpholane (60 ml) was stirred at 130° C. for 2 days. The cooled mixture was poured onto ice/water and extracted with ethyl acetate. The extracts were washed with water, dried (MgSO4) and evaporated. Purification was by flash column chromatography eluting with 2% ethyl acetate in dichloromethane followed by recrystallisation from ethyl acetate. The solvent is S1(=O)(=O)CCCC1 (sulpholane). Conditions: temperature 130 celsius, time 2 day. The reactants are CC1=CC=C(C=C1)CCC1=C(N=C(O1)C)C(=O)O (5-[2-(4-Methylphenyl)ethyl]-2-methyloxazole-4-carboxylic acid), polyphosphoric acid. The product is CC=1OC2=C(N1)C(C1=C(CC2)C=CC(=C1)C)=O (9,10-Dihydro-2,6-dimethyl-4H-benzo[5,6]cyclohepta[1,2-d]oxazole-4-one). Reaction SMILES: [CH3:1][C:2]1[CH:7]=[CH:6][C:5]([CH2:8][CH2:9][C:10]2[O:14][C:13]([CH3:15])=[N:12][C:11]=2[C:16]([OH:18])=O)=[CH:4][CH:3]=1>S1(CCCC1)(=O)=O>[CH3:15][C:13]1[O:14][C:10]2[CH2:9][CH2:8][C:5]3[CH:6]=[CH:7][C:2]([CH3:1])=[CH:3][C:4]=3[C:16](=[O:18])[C:11]=2[N:12]=1. Starting materials: COc1cccc(C#Cc2cncc(C=O)c2)c1, Cl, CON. The product is CON=Cc1cncc(C#Cc2cccc(OC)c2)c1. As a reaction SMILES: [CH3:1][O:2][c:3]1[cH:4][c:5]([C:9]#[C:10][c:11]2[cH:12][c:13]([CH:17]=[O:18])[cH:14][n:15][cH:16]2)[cH:6][cH:7][cH:8]1.[ClH:19].[O:20]([CH3:21])[NH2:22]>>[CH3:1][O:2][c:3]1[cH:4][c:5]([C:9]#[C:10][c:11]2[cH:12][c:13]([CH:17]=[N:22][O:20][CH3:21])[cH:14][n:15][cH:16]2)[cH:6][cH:7][cH:8]1. Reactants: CC(C)(C)[O-], CN(C)c1ccccc1-c1ccccc1P(C1CCCCC1)C1CCCCC1, Clc1cccc(Cc2cnc3c(Cl)cccc3c2)c1, ClCCl, CC(C)(C)OC(=O)N1CCNCC1, [Na+], O=C(C=Cc1ccccc1)C=Cc1ccccc1, C1COCCO1, O=C(C=Cc1ccccc1)C=Cc1ccccc1, O=C(C=Cc1ccccc1)C=Cc1ccccc1, [Pd], [Pd]. Yields the product CC(C)(C)OC(=O)N1CCN(c2cccc3cc(Cc4cccc(Cl)c4)cnc23)CC1. RXN SMILES: [CH3:61][C:62]([CH3:63])([O-:64])[CH3:65].[CH:33]1([P:34]([CH:35]2[CH2:36][CH2:37][CH2:38][CH2:39][CH2:40]2)[c:41]2[cH:42][cH:43][cH:44][cH:45][c:46]2-[c:47]2[cH:48][cH:49][cH:50][cH:51][c:52]2[N:53]([CH3:54])[CH3:55])[CH2:56][CH2:57][CH2:58][CH2:59][CH2:60]1.[Cl:1][c:2]1[cH:3][cH:4][cH:5][c:6]2[cH:7][c:8]([CH2:12][c:13]3[cH:14][c:15]([Cl:19])[cH:16][cH:17][cH:18]3)[cH:9][n:10][c:11]12.[Cl:73][CH2:74][Cl:75].[N:20]1([C:26](=[O:27])[O:28][C:29]([CH3:30])([CH3:31])[CH3:32])[CH2:21][CH2:22][NH:23][CH2:24][CH2:25]1.[Na+:66].[O:114]=[C:115]([CH:116]=[CH:117][c:118]1[cH:119][cH:120][cH:121][cH:122][cH:123]1)[CH:124]=[CH:125][c:126]1[cH:127][cH:128][cH:129][cH:130][cH:131]1.[O:67]1[CH2:68][CH2:69][O:70][CH2:71][CH2:72]1.[O:78]=[C:79]([CH:80]=[CH:81][c:82]1[cH:83][cH:84][cH:85][cH:86][cH:87]1)[CH:88]=[CH:89][c:90]1[cH:91][cH:92][cH:93][cH:94][cH:95]1.[O:96]=[C:97]([CH:98]=[CH:99][c:100]1[cH:101][cH:102][cH:103][cH:104][cH:105]1)[CH:106]=[CH:107][c:108]1[cH:109][cH:110][cH:111][cH:112][cH:113]1.[Pd:76].[Pd:77]>>[c:2]1([N:23]2[CH2:22][CH2:21][N:20]([C:26](=[O:27])[O:28][C:29]([CH3:30])([CH3:31])[CH3:32])[CH2:25][CH2:24]2)[cH:3][cH:4][cH:5][c:6]2[cH:7][c:8]([CH2:12][c:13]3[cH:14][c:15]([Cl:19])[cH:16][cH:17][cH:18]3)[cH:9][n:10][c:11]12.